This data is from the Open Reaction Database (ORD), a public repository of structured organic reaction records. The task is: describe an organic reaction: reactants, conditions, products, and yield The reactants are CC(C)(C)[Si](C)(C)OCCOCC1CCN(C(=O)OCc2ccccc2)CC1, CCCC[N+](CCCC)(CCCC)CCCC, [F-], C1CCOC1. Product: O=C(OCc1ccccc1)N1CCC(COCCO)CC1. RXN SMILES: [C:1]([Si:2]([CH3:3])([CH3:4])[O:6][CH2:7][CH2:8][O:9][CH2:10][CH:11]1[CH2:12][CH2:13][N:14]([C:17](=[O:18])[O:19][CH2:20][c:21]2[cH:22][cH:23][cH:24][cH:25][cH:26]2)[CH2:15][CH2:16]1)([CH3:5])([CH3:27])[CH3:28].[CH3:30][CH2:31][CH2:32][CH2:33][N+:34]([CH2:35][CH2:36][CH2:37][CH3:38])([CH2:39][CH2:40][CH2:41][CH3:42])[CH2:43][CH2:44][CH2:45][CH3:46].[F-:29].[O:47]1[CH2:48][CH2:49][CH2:50][CH2:51]1>>[OH:6][CH2:7][CH2:8][O:9][CH2:10][CH:11]1[CH2:12][CH2:13][N:14]([C:17](=[O:18])[O:19][CH2:20][c:21]2[cH:22][cH:23][cH:24][cH:25][cH:26]2)[CH2:15][CH2:16]1. Starting materials: BrCCCCCBr, CCOC(=O)C(C)C, CN(C)P(=O)(N(C)C)N(C)C, CC(C)[N-]C(C)C, [Li+]. Product: CCOC(=O)C(C)(C)CCCCCBr. RXN SMILES: [Br:1][CH2:2][CH2:3][CH2:4][CH2:5][CH2:6][Br:7].[CH2:8]([CH3:9])[O:10][C:11]([CH:12]([CH3:13])[CH3:14])=[O:15].[CH3:24][N:25]([P:26]([N:27]([CH3:28])[CH3:29])([N:30]([CH3:31])[CH3:32])=[O:33])[CH3:34].[CH:16]([N-:17][CH:18]([CH3:19])[CH3:20])([CH3:21])[CH3:22].[Li+:23]>>[CH2:2]([CH2:3][CH2:4][CH2:5][CH2:6][Br:7])[C:12]([C:11]([O:10][CH2:8][CH3:9])=[O:15])([CH3:13])[CH3:14]. The reactants are ClC1=CC=C(C=N1)N1N=C(C=C1C1=CC=CC=C1)C(=O)N1CCN(CC1)C (1-[1-(6-Chloro-3-pyridyl)-5-phenylpyrazole-3-carbonyl]-4-methylpiperazine), CN(C=O)C (N,N-dimethylformamide). Run in CN.CO (methylamine methanol). Reaction conditions: time 3 day. Yields the product CNC1=CC=C(C=N1)N1N=C(C=C1C1=CC=CC=C1)C(=O)N1CCN(CC1)C (1-[1-(6-Methylamino-3-pyridyl)-5-phenylpyrazole-3-carbonyl]-4-methylpiperazine). Yield: 4.0%. As a reaction SMILES: Cl[C:2]1[N:7]=[CH:6][C:5]([N:8]2[C:12]([C:13]3[CH:18]=[CH:17][CH:16]=[CH:15][CH:14]=3)=[CH:11][C:10]([C:19]([N:21]3[CH2:26][CH2:25][N:24]([CH3:27])[CH2:23][CH2:22]3)=[O:20])=[N:9]2)=[CH:4][CH:3]=1.[CH3:28][N:29](C)C=O>CN.CO>[CH3:28][NH:29][C:2]1[N:7]=[CH:6][C:5]([N:8]2[C:12]([C:13]3[CH:18]=[CH:17][CH:16]=[CH:15][CH:14]=3)=[CH:11][C:10]([C:19]([N:21]3[CH2:26][CH2:25][N:24]([CH3:27])[CH2:23][CH2:22]3)=[O:20])=[N:9]2)=[CH:4][CH:3]=1 |f:2.3|. Procedure details: To a solution of 1-[1-(6-chloro-3-pyridyl)-5-phenylpyrazole-3-carbonyl]-4-methylpiperazine (300 mg) obtained in Example 110 in N,N-dimethylformamide (1.5 mL), 40% methylamine-methanol solution (0.6 mL) was added. The mixture was stirred at 85>C for 3 days in a sealed tube, and then cooled in air. The reaction mixture was partitioned between 1N aqueous sodium hydroxide (30 mL) and ethyl acetate. The organic layer was sequentially washed with water, saturated aqueous sodium hydrogencarbonate, and ... Run in CO (methanol). Yields the product Cl.Cl.N1C[C@@H](CC1)N1CCCCC1 ((R)-1-(pyrrolidin-3-yl)piperidine dihydrochloride). As a reaction SMILES: [N:1]1([C@@H:7]2[CH2:11][CH2:10][N:9](C(OC(C)(C)C)=O)[CH2:8]2)[CH2:6][CH2:5][CH2:4][CH2:3][CH2:2]1.[ClH:19].O1CCOCC1>CO>[ClH:19].[ClH:19].[NH:9]1[CH2:10][CH2:11][C@@H:7]([N:1]2[CH2:2][CH2:3][CH2:4][CH2:5][CH2:6]2)[CH2:8]1 |f:4.5.6|. Reaction conditions: time 8 hour. Starting materials: N1(CCCCC1)[C@H]1CN(CC1)C(=O)OC(C)(C)C ((R)-tert-butyl 3-(piperidin-1-yl)pyrrolidine-1-carboxylate), Cl (HCl), O1CCOCC1 (dioxane). Procedure: A stirred, room temperature solution of (R)-tert-butyl 3-(piperidin-1-yl)pyrrolidine-1-carboxylate (Reference Example 5b, 6.87 g, 27.0 mmol) in methanol (100 mL) was treated with 4 N HCl in dioxane (67.5 mL, 0.2700 mole). The reaction mixture was stirred at room temperature overnight, then volatiles were removed under reduced pressure. The resulting solid was crystallized from methanol/ether to provide (R)-1-(pyrrolidin-3-yl)piperidine dihydrochloride. 1H NMR (300 MHz, CD3OD) δ ppm 1.46-2.03 (m,... The reactants are C(C)(=O)O (acetic acid), [BH4-].[Na+] (sodium borohydride), C1OC(C)([C@H]2[C@@H](C[C@H]3[C@@H]4CC[C@H]5C[C@@H](CC[C@]5(C)[C@H]4C(C[C@]23C)=O)O)C)OC1 (20,20-ethylenedioxy-3α-hydroxy-16α-methyl-5α-pregnan-11-one). Reagents/catalysts: N1=CC=CC=C1 (pyridine). The solvent is O (water), C(C)O (ethanol). Product: C1OC(C)([C@H]2[C@@H](C[C@H]3[C@@H]4CC[C@H]5C[C@@H](CC[C@]5(C)[C@H]4[C@H](C[C@]23C)O)O)C)OC1 (20,20-Ethylenedioxy-16α-methyl-5α-pregnane-3α,11β-diol). Isolated yield 43.4%. Reaction SMILES: [BH4-].[Na+].[CH2:3]1[CH2:30][O:29][C:5]([C@@H:7]2[C@:24]3([CH3:25])[C@H:10]([C@H:11]4[C@H:21]([C:22](=[O:26])[CH2:23]3)[C@:19]3([CH3:20])[C@H:14]([CH2:15][C@H:16]([OH:27])[CH2:17][CH2:18]3)[CH2:13][CH2:12]4)[CH2:9][C@H:8]2[CH3:28])([CH3:6])[O:4]1.C(O)(=O)C>O.C(O)C.N1C=CC=CC=1>[CH2:30]1[CH2:3][O:4][C:5]([C@@H:7]2[C@:24]3([CH3:25])[C@H:10]([C@H:11]4[C@H:21]([C@@H:22]([OH:26])[CH2:23]3)[C@:19]3([CH3:20])[C@H:14]([CH2:15][C@H:16]([OH:27])[CH2:17][CH2:18]3)[CH2:13][CH2:12]4)[CH2:9][C@H:8]2[CH3:28])([CH3:6])[O:29]1 |f:0.1|. Procedure: A solution of sodium borohydride (4.12 g) in water (41 ml) was added to a refluxing solution of 20,20-ethylenedioxy-3α-hydroxy-16α-methyl-5α-pregnan-11-one (7.55 g) in ethanol (375 ml) containing pyridine (7 drops). The mixture was refluxed for 1 hr. then cooled and glacial acetic acid added until no further effervescence occurred. The mixture was partitioned between 3%-aqueous sodium hydrogen carbonate and ethyl acetate. The aqueous portion was extracted with additional ethyl acetate. The combi... Reaction SMILES: [N+:11]([NH:12][c:15]1[n:16][cH:17][c:18]([CH2:22][c:23]2[cH:24][c:25]([O:29][CH3:30])[cH:26][cH:27][cH:28]2)[c:19](=[O:21])[nH:20]1)([O-:13])=[O:14].[OH2:31].[s:1]1[c:2]([CH2:6][S:7][CH2:8][CH2:9][NH2:10])[n:3][cH:4][cH:5]1>>[s:1]1[c:2]([CH2:6][S:7][CH2:8][CH2:9][NH:10][c:15]2[n:16][cH:17][c:18]([CH2:22][c:23]3[cH:24][c:25]([O:29][CH3:30])[cH:26][cH:27][cH:28]3)[c:19](=[O:21])[nH:20]2)[n:3][cH:4][cH:5]1. The reactants are COc1cccc(Cc2cnc(N[N+](=O)[O-])[nH]c2=O)c1, O, NCCSCc1nccs1. The product is COc1cccc(Cc2cnc(NCCSCc3nccs3)[nH]c2=O)c1. The reactants are C(CCCCCCCCCCCCCCCCC)NC1[C@H](O)[C@@H](O)[C@H](O)[C@H](O1)CO (N-octadecylglucopyranosylamine), C(CCCCCCCCCCCCCCCCC)(=O)Cl (stearoyl chloride). Yields the product C1([C@H](O)[C@@H](O)[C@H](O)[C@H](O1)CO)N(C(CCCCCCCCCCCCCCCCC)=O)CCCCCCCCCCCCCCCCCC (N-Glucopyranosyl-N-octadecylstearamide). As a reaction SMILES: [CH2:1]([NH:19][CH:20]1[O:28][C@H:27]([CH2:29][OH:30])[C@@H:25]([OH:26])[C@H:23]([OH:24])[C@H:21]1[OH:22])[CH2:2][CH2:3][CH2:4][CH2:5][CH2:6][CH2:7][CH2:8][CH2:9][CH2:10][CH2:11][CH2:12][CH2:13][CH2:14][CH2:15][CH2:16][CH2:17][CH3:18].[C:31](Cl)(=[O:49])[CH2:32][CH2:33][CH2:34][CH2:35][CH2:36][CH2:37][CH2:38][CH2:39][CH2:40][CH2:41][CH2:42][CH2:43][CH2:44][CH2:45][CH2:46][CH2:47][CH3:48]>>[CH:20]1([N:19]([CH2:1][CH2:2][CH2:3][CH2:4][CH2:5][CH2:6][CH2:7][CH2:8][CH2:9][CH2:10][CH2:11][CH2:12][CH2:13][CH2:14][CH2:15][CH2:16][CH2:17][CH3:18])[C:31](=[O:49])[CH2:32][CH2:33][CH2:34][CH2:35][CH2:36][CH2:37][CH2:38][CH2:39][CH2:40][CH2:41][CH2:42][CH2:43][CH2:44][CH2:45][CH2:46][CH2:47][CH3:48])[O:28][C@H:27]([CH2:29][OH:30])[C@@H:25]([OH:26])[C@H:23]([OH:24])[C@H:21]1[OH:22]. Reported procedure: Preparation in analogy to Example 6 from N-octadecylglucopyranosylamine and stearoyl chloride.